Dataset: the Open Reaction Database (ORD), a public repository of structured organic reaction records. Task: describe an organic reaction: reactants, conditions, products, and yield Starting materials: C[Si](N1C(NCC1)=S)(C)C (1-trimethylsilyl-imidazolidine-2-thione), C(=O)(Cl)Cl (phosgene). Solvent: C(Cl)Cl (methylene chloride), C(Cl)Cl (methylene chloride), C(Cl)Cl (methylene chloride). Reaction conditions: temperature 0 celsius, time 24 hour. Product: ClC(=O)N1C(NCC1)=S (1-Chlorocarbonyl-imidazolidine-2-thione). As a reaction SMILES: C[Si](C)(C)[N:3]1[CH2:7][CH2:6][NH:5][C:4]1=[S:8].[C:11](Cl)([Cl:13])=[O:12]>C(Cl)Cl>[Cl:13][C:11]([N:3]1[CH2:7][CH2:6][NH:5][C:4]1=[S:8])=[O:12]. Procedure details: 50 parts by weight of 1-trimethylsilyl-imidazolidine-2-thione in 150 parts by volume of methylene chloride were treated with 35 parts by weight of phosgene in 50 parts by volume of methylene chloride over the course of 2 hours at 0° C. The mixture was stirred for 24 hours at 0° C, the methylene chloride was subsequently stripped off, and the residue was dried in a high vacuum. Semi-solid mass, incompletely soluble in aceteone. Crude yield: 97% IR bands at 1830, 1590 and 1240 cm-1. The reactants are CC(=O)OC(C)=O, CC(C)C(O)(c1ccc(O)c(-c2ccc(F)cc2)c1)c1c[nH]cn1, c1ccncc1. The product is CC(=O)Oc1ccc(C(O)(c2c[nH]cn2)C(C)C)cc1-c1ccc(F)cc1. Reaction SMILES: [CH3:25][C:26](=[O:27])[O:28][C:29](=[O:30])[CH3:31].[F:1][c:2]1[cH:3][cH:4][c:5](-[c:8]2[c:9]([OH:24])[cH:10][cH:11][c:12]([C:14]([CH:15]([CH3:16])[CH3:17])([c:18]3[n:19][cH:20][nH:21][cH:22]3)[OH:23])[cH:13]2)[cH:6][cH:7]1.[cH:32]1[cH:33][cH:34][n:35][cH:36][cH:37]1>>[F:1][c:2]1[cH:3][cH:4][c:5](-[c:8]2[c:9]([O:24][C:26]([CH3:25])=[O:27])[cH:10][cH:11][c:12]([C:14]([CH:15]([CH3:16])[CH3:17])([c:18]3[n:19][cH:20][nH:21][cH:22]3)[OH:23])[cH:13]2)[cH:6][cH:7]1. The reactants are P(=S)(Cl)(Cl)Cl (thiophosphoryl chloride), P(=S)(Cl)(Cl)Cl (thiophosphoryl chloride), amine, C(CCC)N(CCCC)CCCC (tri-n-butylamine), alkylamine, C(CCC)N (n-butylamine), trialkylamine. The solvent is C(C)(=O)OCC (ethyl acetate). The product is Cl.C(CCC)N(CCCC)CCCC (tri-n-butylamine hydrochloride). As a reaction SMILES: P(Cl)(Cl)([Cl:3])=S.C(N)CCC.[CH2:11]([N:15]([CH2:20][CH2:21][CH2:22][CH3:23])[CH2:16][CH2:17][CH2:18][CH3:19])[CH2:12][CH2:13][CH3:14]>C(OCC)(=O)C>[ClH:3].[CH2:20]([N:15]([CH2:11][CH2:12][CH2:13][CH3:14])[CH2:16][CH2:17][CH2:18][CH3:19])[CH2:21][CH2:22][CH3:23] |f:4.5|. Procedure: To this end, thiophosphoryl chloride and a primary alkylamine, for example n-butylamine, are reacted in molar ratios of preferably 0.9 to 1.1 mol of amine per mole of thiophosphoryl chloride in an inert solvent, for example ethyl acetate. The auxiliary base used is a trialkylamine, for example tri-n-butylamine, which is reacted to give the tri-n-butylamine hydrochloride. In a second reaction step, the N-alkylthiophosphoryl dichloride which has been formed in the first reaction is reacted with am... The reactants are ClCCCC(=O)OCC1=CC=C(C=C1)OC (4-methoxybenzyl 4-chlorobutyrate), C([O-])([O-])=O.[K+].[K+] (potassium carbonate), SC=1SC(=C(N1)C)CC(=O)OC (methyl 2-mercapto-4-methyl-1,3-thiazol-5-yl-acetate). Run in CC(=O)C (acetone). Product: COC(CC1=C(N=C(S1)SCCCC(=O)OCC1=CC=C(C=C1)OC)C)=O (Methyl -2-(3-(4-methoxybenzyloxycarbonyl)propylthio)-4-methyl-1,3-thiazol-5-ylacetate). Reaction SMILES: [SH:1][C:2]1[S:3][C:4]([CH2:8][C:9]([O:11][CH3:12])=[O:10])=[C:5]([CH3:7])[N:6]=1.Cl[CH2:14][CH2:15][CH2:16][C:17]([O:19][CH2:20][C:21]1[CH:26]=[CH:25][C:24]([O:27][CH3:28])=[CH:23][CH:22]=1)=[O:18].C(=O)([O-])[O-].[K+].[K+]>CC(C)=O>[CH3:12][O:11][C:9](=[O:10])[CH2:8][C:4]1[S:3][C:2]([S:1][CH2:14][CH2:15][CH2:16][C:17]([O:19][CH2:20][C:21]2[CH:26]=[CH:25][C:24]([O:27][CH3:28])=[CH:23][CH:22]=2)=[O:18])=[N:6][C:5]=1[CH3:7] |f:2.3.4|. Procedure details: 10.2 g of methyl 2-mercapto-4-methyl-1,3-thiazol-5-yl-acetate are dissolved in 200 ml of acetone, and the solution is vigorously stirred with 12.1 g of 4-methoxybenzyl 4-chlorobutyrate in the presence of 13.0 g of powdered, dry potassium carbonate (potash) while maintaining the ambient temperature. After filtration, acetone is removed in vacuo, and the residue is purified by column chromatography (SiO2, ethyl acetate/cyclohexane 1:1). ##STR8## Reactants: Cl.Cl.C1(=CC=CC=C1)N1C(=C(C2=NC=CC=C21)C(=O)N2CCNCC2)C(C)C2=CC=CC=C2 ([1-phenyl-2-(1-phenyl-ethyl)-1H-pyrrolo[3,2-b]pyridin-3-yl]-piperazin-1-yl-methanone dihydrochloride), Cl (hydrochloric acid), compound, [Br-].CC(C1=CC=CC=C1)[Zn+] (α-methylbenzylzinc bromide), F[B-](F)(F)F.C(C)(C)(C)[PH+](C(C)(C)C)C(C)(C)C (tri(tert-butyl)phosphonium tetrafluoroborate). Reagents/catalysts: C=1C=CC(=CC1)/C=C/C(=O)/C=C/C2=CC=CC=C2.C=1C=CC(=CC1)/C=C/C(=O)/C=C/C2=CC=CC=C2.[Pd] (bis(dibenzylideneacetone)palladium). Solvent: O (water), C1CCOC1 (THF). Run at time 8 hour. The product is C1(=CC=CC=C1)N1C(=C(C2=NC=CC=C21)C(=O)N2CCNCC2)C(C)C2=CC=CC=C2 ([1-Phenyl-2-(1-phenyl-ethyl)-1H-pyrrolo[3,2-b]pyridin-3-yl]-piperazin-1-yl-methanone). Reaction SMILES: [Br-].CC([Zn+])C1C=CC=CC=1.F[B-](F)(F)F.C([PH+](C(C)(C)C)C(C)(C)C)(C)(C)C.Cl.Cl.Cl.[C:32]1([N:38]2[C:46]3[C:41](=[N:42][CH:43]=[CH:44][CH:45]=3)[C:40]([C:47]([N:49]3[CH2:54][CH2:53][NH:52][CH2:51][CH2:50]3)=[O:48])=[C:39]2[CH:55]([C:57]2[CH:62]=[CH:61][CH:60]=[CH:59][CH:58]=2)[CH3:56])[CH:37]=[CH:36][CH:35]=[CH:34][CH:33]=1>C1COCC1.O.C1C=CC(/C=C/C(/C=C/C2C=CC=CC=2)=O)=CC=1.C1C=CC(/C=C/C(/C=C/C2C=CC=CC=2)=O)=CC=1.[Pd]>[C:32]1([N:38]2[C:46]3[C:41](=[N:42][CH:43]=[CH:44][CH:45]=3)[C:40]([C:47]([N:49]3[CH2:54][CH2:53][NH:52][CH2:51][CH2:50]3)=[O:48])=[C:39]2[CH:55]([C:57]2[CH:62]=[CH:61][CH:60]=[CH:59][CH:58]=2)[CH3:56])[CH:37]=[CH:36][CH:35]=[CH:34][CH:33]=1 |f:0.1,2.3,5.6.7,10.11.12|. Procedure: A solution of the compound of example 1, step 5, (120 mg, 27 μmol), α-methylbenzylzinc bromide (820 μl, 408 μmol, 0.5 M in THF), tri(tert-butyl)phosphonium tetrafluoroborate (15.6 mg, 54 μmol) and bis(dibenzylideneacetone)palladium (15.6 mg, 27 μmol) in THF (5 ml) was stirred for 12 h at 80° C. The reaction mixture was diluted with water and extracted with EA. The organic layer was dried over sodium sulfate, filtered and evaporated under reduced pressure. The intermediate was purified by prepara... Reactants: Cl.NC1=C(NC=C1CCCC(=O)OCC)C(=O)OCC (ethyl 4-[3-amino-2-(ethoxycarbonyl)pyrolyl]butanoate hydrochloride), C(O)([O-])=O.[Na+] (sodium hydrogen carbonate). The solvent is ClCCl (dichloromethane). Reaction conditions: time 30 minute. The product is NC1=C(NC=C1CCCC(=O)OCC)C(=O)OCC (ethyl 4-[3-amino-2-(ethoxycarbonyl)pyrolyl]butanoate). The yield is 101.7%. RXN SMILES: Cl.[NH2:2][C:3]1[C:7]([CH2:8][CH2:9][CH2:10][C:11]([O:13][CH2:14][CH3:15])=[O:12])=[CH:6][NH:5][C:4]=1[C:16]([O:18][CH2:19][CH3:20])=[O:17].C(=O)([O-])O.[Na+]>ClCCl>[NH2:2][C:3]1[C:7]([CH2:8][CH2:9][CH2:10][C:11]([O:13][CH2:14][CH3:15])=[O:12])=[CH:6][NH:5][C:4]=1[C:16]([O:18][CH2:19][CH3:20])=[O:17] |f:0.1,2.3|. Procedure: An ethyl 4-[3-amino-2-(ethoxycarbonyl)pyrolyl]butanoate hydrochloride (20.1 g) was dissolved in dichloromethane (400 mL), and saturated aqueous sodium hydrogen carbonate (400 mL) was added thereto. The reaction mixture was vigorously stirred for 30 minutes, and two layers were separated. The aqueous layer was extracted with dichloromethane, and combined organic layer was washed with saturated brine, and dried over magnesium sulfate. The magnesium sulfate was filtered, and the solvent was distill... Starting materials: C(C)(=O)OC=1C(=C2CCC(OC2=C(C1C)C)(CCCCCCCC)COC1=CC=C(C=C1)CC(C(=O)OCC)Cl)C (ethyl 3-[4-(6-acetoxy-5,7,8-trimethyl-2-octylchroman-2-ylmethoxy)phenyl]-2-chloropropionate), NC(=S)N (thiourea), S1(=O)(=O)CCCC1 (sulfolane). The solvent is C1=CC=CC=C1 (benzene). Product: C(C)(=O)OC=1C(=C2CCC(OC2=C(C1C)C)(CCCCCCCC)COC1=CC=C(CC2C(NC(S2)=O)=O)C=C1)C (5-[4-(6-Acetoxy-5,7,8-trimethyl-2-octylchroman-2-yl-methoxy)benzyl]thiazolidine-2,4-dione). As a reaction SMILES: [C:1]([O:4][C:5]1[C:6]([CH3:41])=[C:7]2[C:12](=[C:13]([CH3:16])[C:14]=1[CH3:15])[O:11][C:10]([CH2:25][O:26][C:27]1[CH:32]=[CH:31][C:30]([CH2:33][CH:34](Cl)[C:35](OCC)=[O:36])=[CH:29][CH:28]=1)([CH2:17][CH2:18][CH2:19][CH2:20][CH2:21][CH2:22][CH2:23][CH3:24])[CH2:9][CH2:8]2)(=[O:3])[CH3:2].[NH2:42][C:43](N)=[S:44].S1(CCCC1)(=O)=[O:47]>C1C=CC=CC=1>[C:1]([O:4][C:5]1[C:6]([CH3:41])=[C:7]2[C:12](=[C:13]([CH3:16])[C:14]=1[CH3:15])[O:11][C:10]([CH2:25][O:26][C:27]1[CH:32]=[CH:31][C:30]([CH2:33][CH:34]3[S:44][C:43](=[O:47])[NH:42][C:35]3=[O:36])=[CH:29][CH:28]=1)([CH2:17][CH2:18][CH2:19][CH2:20][CH2:21][CH2:22][CH2:23][CH3:24])[CH2:9][CH2:8]2)(=[O:3])[CH3:2]. Procedure: A mixture of 2.1 g of ethyl 3-[4-(6-acetoxy-5,7,8-trimethyl-2-octylchroman-2-ylmethoxy)phenyl]-2-chloropropionate (prepared as described in Preparation 18), 0.35 g of thiourea and 2.5 ml of sulfolane was heated for 7 hours at 120°-130° C. under a nitrogen atmosphere. The reaction mixture was then dissolved in benzene. The benzene solution was washed with water and dried over anhydrous sodium sulfate. The solvent was distilled off under reduced pressure. The residue was purified by silica gel col...